describe an organic reaction: reactants, conditions, products, and yield From a dataset of the Open Reaction Database (ORD), a public repository of structured organic reaction records. The reactants are CC1=C(C(=NC2=C(C=CC(=C12)F)C#CCO)C)C (Dimethylhydroxymethyl-5-fluoro-3-methyl-8-quinolylacetylene), [OH-].[Na+] (NaOH), C1(=CC=CC=C1)C (toluene). Solvent: C(C)OCC (Diethyl ether). Reaction conditions: temperature 120 celsius. The product is FC1=C2C=C(C=NC2=C(C=C1)C#C)C (5-fluoro-3-methyl-8-quinolylethyne). The yield is 50.9%. As a reaction SMILES: C[C:2]1[C:11]2[C:6](=[C:7]([C:13]#[C:14]CO)[CH:8]=[CH:9][C:10]=2[F:12])[N:5]=[C:4](C)[C:3]=1[CH3:18].[OH-].[Na+].C1(C)C=CC=CC=1>C(OCC)C>[F:12][C:10]1[CH:9]=[CH:8][C:7]([C:13]#[CH:14])=[C:6]2[C:11]=1[CH:2]=[C:3]([CH3:18])[CH:4]=[N:5]2 |f:1.2|. Reported procedure: Dimethylhydroxymethyl-5-fluoro-3-methyl-8-quinolylacetylene (336 mg, 1.38 mmol) and NaOH (55.2 mg, KISHIDA CHEMICAL CO., Ltd., 0.7 mm granular, 98 mass %, 1.38 mmol) were placed in a 300 mL two-neck flask equipped with a reflux condenser and the air inside the flask was replaced with Ar. 3.0 mL of toluene was added thereto and the mixture was refluxed at 120° C. for 30 minutes. Diethyl ether was added to the reaction mixture and the mixture was washed with a saturated aqueous ammonium chloride s... Starting materials: CO, CC(C)=O, COC(=O)c1ccc2c(c1)C(N1Cc3cccc(Cl)c3C1=O)CC2, [Li+], [OH-], O. Product: O=C(O)c1ccc2c(c1)C(N1Cc3cccc(Cl)c3C1=O)CC2. Reaction SMILES: [CH3:27][OH:28].[CH3:30][C:31](=[O:32])[CH3:33].[CH3:3][O:4][C:5](=[O:6])[c:7]1[cH:8][c:9]2[c:13]([cH:14][cH:15]1)[CH2:12][CH2:11][CH:10]2[N:16]1[CH2:17][c:18]2[cH:19][cH:20][cH:21][c:22]([Cl:26])[c:23]2[C:24]1=[O:25].[Li+:2].[OH-:1].[OH2:29]>>[O:4]=[C:5]([OH:6])[c:7]1[cH:8][c:9]2[c:13]([cH:14][cH:15]1)[CH2:12][CH2:11][CH:10]2[N:16]1[CH2:17][c:18]2[cH:19][cH:20][cH:21][c:22]([Cl:26])[c:23]2[C:24]1=[O:25]. The reactants are O=C(c1ncc[nH]1)c1ncc[nH]1, CCOC(=O)CCNCCc1ccccc1, C1CCOC1, Cc1ccnc(CC(=O)O)c1, CCN(C(C)C)C(C)C. Product: CCOC(=O)CCN(CCc1ccccc1)C(=O)Cc1cc(C)ccn1. RXN SMILES: [C:12]([c:13]1[nH:14][cH:15][cH:16][n:17]1)([c:18]1[nH:19][cH:20][cH:21][n:22]1)=[O:23].[CH2:33]([CH3:34])[O:35][C:36]([CH2:37][CH2:38][NH:39][CH2:40][CH2:41][c:42]1[cH:43][cH:44][cH:45][cH:46][cH:47]1)=[O:48].[CH2:49]1[O:50][CH2:51][CH2:52][CH2:53]1.[CH3:1][c:2]1[cH:3][c:4]([CH2:8][C:9](=[O:10])[OH:11])[n:5][cH:6][cH:7]1.[CH:24]([N:25]([CH2:26][CH3:27])[CH:28]([CH3:29])[CH3:30])([CH3:31])[CH3:32]>>[CH3:1][c:2]1[cH:3][c:4]([CH2:8][C:9](=[O:11])[N:39]([CH2:38][CH2:37][C:36]([O:35][CH2:33][CH3:34])=[O:48])[CH2:40][CH2:41][c:42]2[cH:43][cH:44][cH:45][cH:46][cH:47]2)[n:5][cH:6][cH:7]1. The reactants are S(=O)(=O)=O (sulphur trioxide), [N+](=O)([O-])C=1C=C(C(=CC1)C)S(=O)(=O)OS(=O)(=O)C=1C(=CC=C(C1)[N+](=O)[O-])C (p-nitrotoluene-2-sulphonic acid anhydride). The solvent is O (water). The product is [N+](=O)([O-])C=1C=C(C(=CC1)C)S(=O)(=O)O (p-nitrotoluene-2-sulphonic acid). Reaction SMILES: S(=O)(=O)=O.[N+:5]([C:8]1[CH:9]=[C:10]([S:15]([O:18]S(C2C(C)=CC=C([N+]([O-])=O)C=2)(=O)=O)(=[O:17])=[O:16])[C:11]([CH3:14])=[CH:12][CH:13]=1)([O-:7])=[O:6]>O>[N+:5]([C:8]1[CH:9]=[C:10]([S:15]([OH:18])(=[O:16])=[O:17])[C:11]([CH3:14])=[CH:12][CH:13]=1)([O-:7])=[O:6]. Reported procedure: In this procedure, the reaction mixture is obtained as a black, tarry suspension towards the end of the addition of sulphur trioxide and, after hydrolysis of the p-nitrotoluene-2-sulphonic acid anhydride with water, an aqueous solution of p-nitrotoluene-2-sulphonic acid is formed from the suspension, and this is treated with active charcoal, before or after separating off water-insoluble by-products, in order to separate off dissolved, coloured compounds and dissolved, unreacted p-nitrotoluene. Reactants: amide, C(#N)C=1C=C(COC2=C(C(=O)O)C=C(N=C2C)C2CC2)C=CC1 (3-(3-Cyano-benzyloxy)-6-cyclopropyl-2-methyl-isonicotinic acid), NC1=CC=C(C#N)C=C1 (4-amino-benzonitrile). The product is C(#N)C=1C=C(COC2=C(C(=O)NC3=CC=C(C=C3)C#N)C=C(N=C2C)C2CC2)C=CC1 (3-(3-Cyano-benzyloxy)-N-(4-cyano-phenyl)-6-cyclopropyl-2-methyl-isonicotinamide). Isolated yield 55.1%. RXN SMILES: [C:1]([C:3]1[CH:4]=[C:5]([CH:21]=[CH:22][CH:23]=1)[CH2:6][O:7][C:8]1[C:16]([CH3:17])=[N:15][C:14]([CH:18]2[CH2:20][CH2:19]2)=[CH:13][C:9]=1[C:10](O)=[O:11])#[N:2].[NH2:24][C:25]1[CH:32]=[CH:31][C:28]([C:29]#[N:30])=[CH:27][CH:26]=1>>[C:1]([C:3]1[CH:4]=[C:5]([CH:21]=[CH:22][CH:23]=1)[CH2:6][O:7][C:8]1[C:16]([CH3:17])=[N:15][C:14]([CH:18]2[CH2:19][CH2:20]2)=[CH:13][C:9]=1[C:10]([NH:24][C:25]1[CH:32]=[CH:31][C:28]([C:29]#[N:30])=[CH:27][CH:26]=1)=[O:11])#[N:2]. Procedure: The amide coupling of 3-(3-cyano-benzyloxy)-6-cyclopropyl-2-methyl-isonicotinic acid (189) (112 mg, 0.4 mmol) and 4-amino-benzonitrile (51 mg, 0.4 mmol), as described in Example 67, gave 3-(3-cyano-benzyloxy)-N-(4-cyano-phenyl)-6-cyclopropyl-2-methyl-isonicotinamide (190) (90.0 mg, 61% yield). The reactants are CCCCCCCCCCNC(=O)C=Cc1ccccc1[N+](=O)[O-], CC(=O)O, [Fe]. Product: CCCCCCCCCCNC(=O)C=Cc1ccccc1N. Reaction SMILES: [CH2:1]([CH2:2][CH2:3][CH2:4][CH2:5][CH2:6][CH2:7][CH2:8][CH2:9][CH3:10])[NH:11][C:12]([CH:13]=[CH:14][c:15]1[c:16]([N+:21]([O-:22])=[O:23])[cH:17][cH:18][cH:19][cH:20]1)=[O:24].[CH3:26][C:27](=[O:28])[OH:29].[Fe:25]>>[CH2:1]([CH2:2][CH2:3][CH2:4][CH2:5][CH2:6][CH2:7][CH2:8][CH2:9][CH3:10])[NH:11][C:12]([CH:13]=[CH:14][c:15]1[c:16]([NH2:21])[cH:17][cH:18][cH:19][cH:20]1)=[O:24]. The reactants are COC(=O)c1cc(O)ccc1[N+](=O)[O-], CN1CCCC1=O, N#Cc1cc(F)c(F)c(Cl)c1, [K], c1ccc(Oc2ccccc2)cc1. The product is COC(=O)c1cc(Oc2c(F)cc(C#N)cc2Cl)ccc1[N+](=O)[O-]. Reaction SMILES: [CH3:26][O:27][C:28]([c:29]1[c:30]([N+:36](=[O:37])[O-:38])[cH:31][cH:32][c:33]([OH:35])[cH:34]1)=[O:39].[CH3:40][N:41]1[CH2:42][CH2:43][CH2:44][C:45]1=[O:46].[Cl:1][c:2]1[cH:3][c:4]([C:5]#[N:6])[cH:7][c:8]([F:11])[c:9]1[F:10].[K:25].[O:12]([c:13]1[cH:14][cH:15][cH:16][cH:17][cH:18]1)[c:19]1[cH:20][cH:21][cH:22][cH:23][cH:24]1>>[Cl:1][c:2]1[cH:3][c:4]([C:5]#[N:6])[cH:7][c:8]([F:11])[c:9]1[O:35][c:33]1[cH:32][cH:31][c:30]([N+:36](=[O:37])[O-:38])[c:29]([C:28]([O:27][CH3:26])=[O:39])[cH:34]1. The reactants are teflon, C1(=CC=CC=C1)C(O)([C@H]1NCCC1)C1=CC=CC=C1 ((S)-α,α-Diphenyl-2-pyrrolidinemethanol), B (borane), CSC.B (borane-dimethyl sulfide). Solvent: C1(=CC=CC=C1)C (toluene). Conditions: temperature 20 celsius. The product is C1(=CC=CC=C1)C(O)(C1NCCC1)C1=CC=CC=C1.B (α,α-Diphenyl-2-pyrrolidinemethanol borane). As a reaction SMILES: [C:1]1([C:7]([C:14]2[CH:19]=[CH:18][CH:17]=[CH:16][CH:15]=2)([C@@H:9]2[CH2:13][CH2:12][CH2:11][NH:10]2)[OH:8])[CH:6]=[CH:5][CH:4]=[CH:3][CH:2]=1.CSC.[BH3:23].B>C1(C)C=CC=CC=1>[C:1]1([C:7]([C:14]2[CH:19]=[CH:18][CH:17]=[CH:16][CH:15]=2)([CH:9]2[CH2:13][CH2:12][CH2:11][NH:10]2)[OH:8])[CH:2]=[CH:3][CH:4]=[CH:5][CH:6]=1.[BH3:23] |f:1.2,5.6|. Procedure: A 250-mL three-necked flask fitted with a mechanical stirrer, nitrogen inlet tube, and teflon coated thermocouple probe, was charged with a solution of the free base product of Example 1 Step B (20.7 g, 81.7 mmol) in dry toluene (100 mL). To the stirred solution at 20° C. was added borane-dimethyl sulfide (10M, 10.0 mL, 100 mmol) over 5 minutes via syringe. The borane reacted immediately in an exothermic reaction (raising the internal temperature from 20° C. to 32° C.) forming a thick white prec... The solvent is C(C)#N (acetonitrile). The reactants are CC=1SC2=C(C(NC=C2)=O)N1 (2-Methyl-5H-thiazolo[4,5-c]pyridin-4-one), IN1C(CCC1=O)=O (N-iodosuccinimide). Yields the product IC=1C2=C(C(NC1)=O)N=C(S2)C (7-Iodo-2-methyl-5H-thiazolo[4,5-c]pyridin-4-one). Reported procedure: 2-Methyl-5H-thiazolo[4,5-c]pyridin-4-one (770 mg, 4.6 mmol) was suspended in 25 ml acetonitrile and N-iodosuccinimide (1.04 g, 4.6 mmol) was added. The reaction mixture was refluxed for 3 hrs. The brown suspension was cooled to 5° C. and stirred for 15 min. The solid was filtered, washed with cold acetonitrile and dried for 1 hour at 50° C. and <30 mbar. The crude product (830 mg, 61%) [MS: m/e=292.9 (M+H+)] was used without any further purification for the next step. Reaction SMILES: [CH3:1][C:2]1[S:3][C:4]2[CH:9]=[CH:8][NH:7][C:6](=[O:10])[C:5]=2[N:11]=1.[I:12]N1C(=O)CCC1=O>C(#N)C>[I:12][C:9]1[C:4]2[S:3][C:2]([CH3:1])=[N:11][C:5]=2[C:6](=[O:10])[NH:7][CH:8]=1. Run at temperature 5 celsius, time 15 minute. The reactants are F[B-](F)(F)F, O=C(O)c1cc(Br)ccc1Oc1cccnc1F, CCNCC, CN(C)C=O, CN(C)C(On1nnc2ccccc21)=[N+](C)C. Yields the product CCN(CC)C(=O)c1cc(Br)ccc1Oc1cccnc1F. Reaction SMILES: [B-:24]([F:25])([F:26])([F:27])[F:28].[Br:1][c:2]1[cH:3][cH:4][c:5]([O:11][c:12]2[c:13]([F:18])[n:14][cH:15][cH:16][cH:17]2)[c:6]([C:7](=[O:8])[OH:9])[cH:10]1.[CH2:19]([CH3:20])[NH:21][CH2:22][CH3:23].[O:46]=[CH:47][N:48]([CH3:49])[CH3:50].[n:29]1([O:30][C:31]([N:32]([CH3:33])[CH3:34])=[N+:35]([CH3:36])[CH3:37])[c:38]2[cH:39][cH:40][cH:41][cH:42][c:43]2[n:44][n:45]1>>[Br:1][c:2]1[cH:3][cH:4][c:5]([O:11][c:12]2[c:13]([F:18])[n:14][cH:15][cH:16][cH:17]2)[c:6]([C:7](=[O:9])[N:21]([CH2:19][CH3:20])[CH2:22][CH3:23])[cH:10]1.